From a dataset of the Open Reaction Database (ORD), a public repository of structured organic reaction records. describe an organic reaction: reactants, conditions, products, and yield Starting materials: N(=[N+]=[N-])CC=1C=C(C=CC1)CC(C)NC1=NC=CC(=N1)N1CCCN2C1=NC(=CC2=O)C2=CC=CC=C2 (9-{2-[2-(3-azidomethyl-phenyl)-1-methyl -ethylamino]-pyrimidin-4-yl}-2-phenyl-6,7,8,9-tetrahydro-pyrimido[1,2-a]pyrimidin-4-one), [H][H] (hydrogen). Reagents/catalysts: [Pd] (palladium on carbon). Run in CO (methanol). Run at time 2 hour. Yields the product NCC=1C=C(C=CC1)CC(C)NC1=NC=CC(=N1)N1CCCN2C1=NC(=CC2=O)C2=CC=CC=C2 (9-{2-[2-(3-Aminomethyl-phenyl)-1-methyl-ethylamino]-pyrimidin-4-yl}-2-phenyl -6,7,8,9-tetrahydro-pyrimido[1,2-a]pyrimidin-4-one). Reaction SMILES: [N:1]([CH2:4][C:5]1[CH:6]=[C:7]([CH2:11][CH:12]([NH:14][C:15]2[N:20]=[C:19]([N:21]3[C:26]4=[N:27][C:28]([C:32]5[CH:37]=[CH:36][CH:35]=[CH:34][CH:33]=5)=[CH:29][C:30](=[O:31])[N:25]4[CH2:24][CH2:23][CH2:22]3)[CH:18]=[CH:17][N:16]=2)[CH3:13])[CH:8]=[CH:9][CH:10]=1)=[N+]=[N-].[H][H]>CO.[Pd]>[NH2:1][CH2:4][C:5]1[CH:6]=[C:7]([CH2:11][CH:12]([NH:14][C:15]2[N:20]=[C:19]([N:21]3[C:26]4=[N:27][C:28]([C:32]5[CH:33]=[CH:34][CH:35]=[CH:36][CH:37]=5)=[CH:29][C:30](=[O:31])[N:25]4[CH2:24][CH2:23][CH2:22]3)[CH:18]=[CH:17][N:16]=2)[CH3:13])[CH:8]=[CH:9][CH:10]=1. Procedure: To a nitrogen filled vessel containing a stirring solution of 9-{2-[2-(3-azidomethyl-phenyl)-1-methyl -ethylamino]-pyrimidin-4-yl}-2-phenyl-6,7,8,9-tetrahydro-pyrimido[1,2-a]pyrimidin-4-one (190 mg, 0.39 mmol) in methanol (25 mL) was added 10% palladium on carbon (20 mg). Mixture stirred over an atmosphere of hydrogen. After 2 h, reaction filtered through a bed of Celite and solvent removed under vacuum. Residue purified on silica and isolated as a white solid. Reactants: CCN(C(C)C)C(C)C (DIEA), ClC1=CC=C(NC)C=C1 (4-chloro-N-methylaniline), C1(CCCCC1)N1C(=NC2=C1C=CC(=C2)C(=O)OCC)C=2C=C1C=CC(=NC1=CC2)C(=O)O (6-(1-Cyclohexyl-5-ethoxycarbonyl-1H-benzimidazol-2-yl)quinoline-2-carboxylic acid). The reagents and catalysts are CN(C)C=1C=CN=CC1 (DMAP). Run in O=S(Cl)Cl (SOCl2). Reaction conditions: time 10 minute. Yields the product C(C)OC(=O)C1=CC2=C(N(C(=N2)C=2C=C3C=CC(=NC3=CC2)C(NCC2=CC=C(C=C2)Cl)=O)C2CCCCC2)C=C1 (2-{2-[(4-Chlorophenyl)methyl carbamoyl]quinolin-6-yl}-1-cyclohexyl-1H-benzimidazole-5-carboxylic acid Ethyl Ester). Yield: 48.3%. RXN SMILES: [CH:1]1([N:7]2[C:11]3[CH:12]=[CH:13][C:14]([C:16]([O:18][CH2:19][CH3:20])=[O:17])=[CH:15][C:10]=3[N:9]=[C:8]2[C:21]2[CH:22]=[C:23]3[C:28](=[CH:29][CH:30]=2)[N:27]=[C:26]([C:31](O)=[O:32])[CH:25]=[CH:24]3)[CH2:6][CH2:5][CH2:4][CH2:3][CH2:2]1.C[CH2:35][N:36](C(C)C)C(C)C.[Cl:43][C:44]1[CH:51]=[CH:50][C:47](NC)=[CH:46][CH:45]=1>O=S(Cl)Cl.CN(C1C=CN=CC=1)C>[CH2:19]([O:18][C:16]([C:14]1[CH:13]=[CH:12][C:11]2[N:7]([CH:1]3[CH2:2][CH2:3][CH2:4][CH2:5][CH2:6]3)[C:8]([C:21]3[CH:22]=[C:23]4[C:28](=[CH:29][CH:30]=3)[N:27]=[C:26]([C:31](=[O:32])[NH:36][CH2:35][C:47]3[CH:46]=[CH:45][C:44]([Cl:43])=[CH:51][CH:50]=3)[CH:25]=[CH:24]4)=[N:9][C:10]=2[CH:15]=1)=[O:17])[CH3:20]. Procedure details: A solution of 100 mg (0.23 mmol) Compound 402a in 1 mL SOCl2 was allowed to stand at room temperature for 10 min and SOCl2 was removed. The residue was dissolved in 5 mL anhydrous CH2Cl2; 89 mg (0.69 mmol) DIEA, 84 mg (0.69 mmol) DMAP, 98 mg (0.69 mmol) 4-chloro-N-methylaniline were added; and the solution was vortexed and allowed to stand at room temperature overnight. The solvent was removed and the residue was chromatographed on silica gel using hexane/EtOAc as the eluent to yield 63 mg of ye... Starting materials: FC(C=1C=C(C=C(C1)C(F)(F)F)[C@H]1OC(N2[C@H]1CCC[C@H]2C2=C(C=CC(=C2)C(F)(F)F)C2=CC(=CC=C2OC)CCC(=O)NN)=O)(F)F (3-[2′-{(1R,5S,8aS)-1-[3,5-bis(trifluoromethyl)phenyl]-3-oxohexahydro[1,3]oxazolo[3,4-a]pyridin-5-yl}-6-methoxy-4′-(trifluoromethyl)biphenyl-3-yl]propanehydrazide), CCN(C(C)C)C(C)C (DIPEA), C(=O)(Cl)Cl (phosgene). The solvent is C(Cl)Cl (DCM). Conditions: time 30 minute. The product is FC(C=1C=C(C=C(C1)C(F)(F)F)[C@H]1OC(N2[C@H]1CCC[C@H]2C2=C(C=CC(=C2)C(F)(F)F)C2=C(C=CC(=C2)CCC=2OC(NN2)=O)OC)=O)(F)F ((1R,5S,8aS)-1-[3,5-bis(trifluoromethyl)phenyl]-5-{2′-methoxy-5′-[2-(5-oxo-4,5-dihydro-1,3,4-oxadiazol-2-yl)ethyl]-4-(trifluoromethyl)biphenyl-2-yl}hexahydro[1,3]oxazolo[3,4-a]pyridin-3-one). Isolated yield 46600.0%. Reaction SMILES: [F:1][C:2]([F:48])([F:47])[C:3]1[CH:4]=[C:5]([C@@H:13]2[C@@H:17]3[CH2:18][CH2:19][CH2:20][C@@H:21]([C:22]4[CH:27]=[C:26]([C:28]([F:31])([F:30])[F:29])[CH:25]=[CH:24][C:23]=4[C:32]4[C:37]([O:38][CH3:39])=[CH:36][CH:35]=[C:34]([CH2:40][CH2:41][C:42]([NH:44][NH2:45])=[O:43])[CH:33]=4)[N:16]3[C:15](=[O:46])[O:14]2)[CH:6]=[C:7]([C:9]([F:12])([F:11])[F:10])[CH:8]=1.CCN(C(C)C)C(C)C.[C:58](Cl)(Cl)=[O:59]>C(Cl)Cl>[F:12][C:9]([F:11])([F:10])[C:7]1[CH:6]=[C:5]([C@@H:13]2[C@@H:17]3[CH2:18][CH2:19][CH2:20][C@@H:21]([C:22]4[CH:27]=[C:26]([C:28]([F:31])([F:30])[F:29])[CH:25]=[CH:24][C:23]=4[C:32]4[CH:33]=[C:34]([CH2:40][CH2:41][C:42]5[O:43][C:58](=[O:59])[NH:45][N:44]=5)[CH:35]=[CH:36][C:37]=4[O:38][CH3:39])[N:16]3[C:15](=[O:46])[O:14]2)[CH:4]=[C:3]([C:2]([F:1])([F:47])[F:48])[CH:8]=1. Procedure details: To 3-[2′-{(1R,5S,8aS)-1-[3,5-bis(trifluoromethyl)phenyl]-3-oxohexahydro[1,3]oxazolo[3,4-a]pyridin-5-yl}-6-methoxy-4′-(trifluoromethyl)biphenyl-3-yl]propanehydrazide (10 mg, 0.015 mmol) in DCM (2 mL) was added DIPEA (5.6 mg, 0.044 mmol) and phosgene (4.30 mg, 0.44 mmol). The reaction was stirred at room temperature for 30 minutes before the reaction was directly purified by column chromatography to yield (1R,5S,8aS)-1-[3,5-bis(trifluoromethyl)phenyl]-5-{2′-methoxy-5′-[2-(5-oxo-4,5-dihydro-1,3,4-o... Starting materials: CCO, CC(C)(C(O)c1ccccc1)[N+](=O)[O-], Cl, O, [Zn]. Yields the product CC(C)(N)C(O)c1ccccc1. As a reaction SMILES: [CH3:16][CH2:17][OH:18].[CH3:2][C:3]([CH:4]([OH:5])[c:6]1[cH:7][cH:8][cH:9][cH:10][cH:11]1)([CH3:12])[N+:13]([O-:14])=[O:15].[ClH:1].[OH2:19].[Zn:20]>>[CH3:2][C:3]([CH:4]([OH:5])[c:6]1[cH:7][cH:8][cH:9][cH:10][cH:11]1)([CH3:12])[NH2:13]. Reactants: ClC(Cl)(Br)C(Cl)(Cl)Br, [Li]CCCC, C1CCOC1, CC1(C)CCCC(C)(C)N1, CN1CCC(Oc2ccccc2F)CC1. Yields the product CN1CCC(Oc2cccc(Br)c2F)CC1. RXN SMILES: [Br:31][C:32]([Cl:33])([Cl:34])[C:35]([Br:36])([Cl:37])[Cl:38].[CH2:1]([Li:2])[CH2:3][CH2:4][CH3:5].[CH2:39]1[O:40][CH2:41][CH2:42][CH2:43]1.[CH3:6][C:7]1([CH3:8])[CH2:9][CH2:10][CH2:11][C:12]([CH3:13])([CH3:14])[NH:15]1.[F:16][c:17]1[c:18]([O:19][CH:20]2[CH2:21][CH2:22][N:23]([CH3:26])[CH2:24][CH2:25]2)[cH:27][cH:28][cH:29][cH:30]1>>[F:16][c:17]1[c:18]([O:19][CH:20]2[CH2:21][CH2:22][N:23]([CH3:26])[CH2:24][CH2:25]2)[cH:27][cH:28][cH:29][c:30]1[Br:31].